From a dataset of the Open Reaction Database (ORD), a public repository of structured organic reaction records. describe an organic reaction: reactants, conditions, products, and yield Starting materials: CCc1c(NCC(Nc2ccccn2)C(=O)OC(C)(C)C)ncnc1N1CCC(c2ccc3c(n2)NCCC3)CC1, Cc1ccccc1, ClCCl, O=C(O)C(F)(F)F. Product: CCc1c(NCC(Nc2ccccn2)C(=O)O)ncnc1N1CCC(c2ccc3c(n2)NCCC3)CC1. RXN SMILES: [CH2:1]([CH3:2])[c:3]1[c:4]([NH:25][CH2:26][CH:27]([NH:28][c:29]2[n:30][cH:31][cH:32][cH:33][cH:34]2)[C:35](=[O:36])[O:37][C:38]([CH3:39])([CH3:40])[CH3:41])[n:5][cH:6][n:7][c:8]1[N:9]1[CH2:10][CH2:11][CH:12]([c:15]2[cH:16][cH:17][c:18]3[c:23]([n:24]2)[NH:22][CH2:21][CH2:20][CH2:19]3)[CH2:13][CH2:14]1.[CH3:49][c:50]1[cH:51][cH:52][cH:53][cH:54][cH:55]1.[Cl:56][CH2:57][Cl:58].[OH:42][C:43]([C:44]([F:45])([F:46])[F:47])=[O:48]>>[CH2:1]([CH3:2])[c:3]1[c:4]([NH:25][CH2:26][CH:27]([NH:28][c:29]2[n:30][cH:31][cH:32][cH:33][cH:34]2)[C:35](=[O:36])[OH:37])[n:5][cH:6][n:7][c:8]1[N:9]1[CH2:10][CH2:11][CH:12]([c:15]2[cH:16][cH:17][c:18]3[c:23]([n:24]2)[NH:22][CH2:21][CH2:20][CH2:19]3)[CH2:13][CH2:14]1.